Dataset: the Open Reaction Database (ORD), a public repository of structured organic reaction records. Task: describe an organic reaction: reactants, conditions, products, and yield Starting materials: C(C)OC(=O)C=1C(N(C=CC1CBr)CC1=CC=CC=C1)=O (1-benzyl-4-bromomethyl-2-oxo-1,2-dihydro-pyridine-3-carboxylic acid ethyl ester), COC(CNS(=O)(=O)C1=CC=C(C=C1)C)=O ((toluene-4-sulfonylamino)-acetic acid methyl ester), [I-].[Na+] (sodium iodide), C([O-])([O-])=O.[K+].[K+] (potassium carbonate). The solvent is CN(C)C=O (DMF), [Cl-].[Na+].O (Brine). Conditions: time 16 hour. Product: C(C)OC(=O)C=1C(N(C=CC1CN(S(=O)(=O)C1=CC=C(C=C1)C)CC(=O)OC)CC1=CC=CC=C1)=O (1-Benzyl-4-{[methoxycarbonylmethyl-(toluene-4-sulfonyl)-amino]-methyl}-2-oxo-1,2-dihydro-pyridine-3-carboxylic acid ethyl ester). The yield is 74.5%. Reaction SMILES: [CH2:1]([O:3][C:4]([C:6]1[C:7](=[O:21])[N:8]([CH2:14][C:15]2[CH:20]=[CH:19][CH:18]=[CH:17][CH:16]=2)[CH:9]=[CH:10][C:11]=1[CH2:12]Br)=[O:5])[CH3:2].[CH3:22][O:23][C:24](=[O:37])[CH2:25][NH:26][S:27]([C:30]1[CH:35]=[CH:34][C:33]([CH3:36])=[CH:32][CH:31]=1)(=[O:29])=[O:28].[I-].[Na+].C(=O)([O-])[O-].[K+].[K+]>CN(C=O)C.[Cl-].[Na+].O>[CH2:1]([O:3][C:4]([C:6]1[C:7](=[O:21])[N:8]([CH2:14][C:15]2[CH:20]=[CH:19][CH:18]=[CH:17][CH:16]=2)[CH:9]=[CH:10][C:11]=1[CH2:12][N:26]([CH2:25][C:24]([O:23][CH3:22])=[O:37])[S:27]([C:30]1[CH:31]=[CH:32][C:33]([CH3:36])=[CH:34][CH:35]=1)(=[O:29])=[O:28])=[O:5])[CH3:2] |f:2.3,4.5.6,8.9.10|. Procedure: A mixture of 1-benzyl-4-bromomethyl-2-oxo-1,2-dihydro-pyridine-3-carboxylic acid ethyl ester (860 mg, 2.46 mmol), (toluene-4-sulfonylamino)-acetic acid methyl ester (660 mg, 2.70 mmol), sodium iodide (740 mg, 4.91 mmol) and potassium carbonate (680 mg, 4.91 mmol) in DMF (20 mL) was stirred at r.t. for 16 h. Brine (50 mL) were added, and the mixture was extracted with EtOAc. The organic layers were combined, washed with water, and dried over MgSO4. After evaporating the solvent in vacuo, the crud...